From a dataset of the Open Reaction Database (ORD), a public repository of structured organic reaction records. describe an organic reaction: reactants, conditions, products, and yield Starting materials: C(C)(C)(C)OC(NC1=C(C=C(C=C1)C1=CC=C(C=C1)F)NC(CC(=O)C=1SC=CC1Cl)=O)=O ({3-[3-(3-chloro-thiophen-2-yl)-3-oxo-propionylamino]-4′-fluoro-biphenyl-4-yl}-carbamic acid tert.-butyl ester), C(=O)(C(F)(F)F)O (TFA). Solvent: C(Cl)Cl (CH2Cl2). Product: ClC1=C(SC=C1)C1=NC2=C(NC(C1)=O)C=C(C=C2)C2=CC=C(C=C2)F (4-(3-Chloro-thiophen-2-yl)-8-(4-fluoro-phenyl)-1,3-dihydro-benzo[b][1,4]diazepin-2-one). As a reaction SMILES: C(OC(=O)[NH:7][C:8]1[CH:13]=[CH:12][C:11]([C:14]2[CH:19]=[CH:18][C:17]([F:20])=[CH:16][CH:15]=2)=[CH:10][C:9]=1[NH:21][C:22](=[O:32])[CH2:23][C:24]([C:26]1[S:27][CH:28]=[CH:29][C:30]=1[Cl:31])=O)(C)(C)C.C(O)(C(F)(F)F)=O>C(Cl)Cl>[Cl:31][C:30]1[CH:29]=[CH:28][S:27][C:26]=1[C:24]1[CH2:23][C:22](=[O:32])[NH:21][C:9]2[CH:10]=[C:11]([C:14]3[CH:19]=[CH:18][C:17]([F:20])=[CH:16][CH:15]=3)[CH:12]=[CH:13][C:8]=2[N:7]=1. Procedure: Prepared from {3-[3-(3-chloro-thiophen-2-yl)-3-oxo-propionylamino]-4′-fluoro-biphenyl-4-yl}-carbamic acid tert.-butyl ester (Example K61) by treatment with TFA in CH2Cl2 according to the general procedure M. Obtained as a yellow solid (232 mg). RXN SMILES: [CH3:14][OH:15].[N+:1]([O-:2])(=[O:3])[c:4]1[cH:5][cH:6][c:7]2[c:11]([cH:12]1)[C:10](=[O:13])[CH2:9][CH2:8]2>>[NH2:1][c:4]1[cH:5][cH:6][c:7]2[c:11]([cH:12]1)[C:10](=[O:13])[CH2:9][CH2:8]2. Product: Nc1ccc2c(c1)C(=O)CC2. The reactants are CO, O=C1CCc2ccc([N+](=O)[O-])cc21. Starting materials: CCO, Cc1ccc(NC(=O)Nc2nc(CN=[N+]=[N-])cs2)c(C(=O)C2CCCC2)c1. Product: Cc1ccc(NC(=O)Nc2nc(CN)cs2)c(C(=O)C2CCCC2)c1. As a reaction SMILES: [CH3:28][CH2:29][OH:30].[N:1](=[N+:2]=[N-:3])[CH2:4][c:5]1[n:6][c:7]([NH:10][C:11](=[O:12])[NH:13][c:14]2[c:15]([C:21](=[O:22])[CH:23]3[CH2:24][CH2:25][CH2:26][CH2:27]3)[cH:16][c:17]([CH3:20])[cH:18][cH:19]2)[s:8][cH:9]1>>[NH2:1][CH2:4][c:5]1[n:6][c:7]([NH:10][C:11](=[O:12])[NH:13][c:14]2[c:15]([C:21](=[O:22])[CH:23]3[CH2:24][CH2:25][CH2:26][CH2:27]3)[cH:16][c:17]([CH3:20])[cH:18][cH:19]2)[s:8][cH:9]1. The reactants are CC(=O)c1ccc(Br)s1, Cc1cn(Cc2ccccc2)c(C)n1. Reagents/catalysts: CC(C)(C)c1ccc(-c2ccc(C(C)(C)C)cc2)cc1 (4,4'-di-tert-butylbiphenyl), CC(C)(C)C(=O)[O-].[K+] (KOPiv), Cl[Pd]CC=C.C=CC[Pd]Cl ([Pd(allyl)Cl]2), CN(C)c1ccc(P(C2CCCCC2)C2CCCCC2)cc1 (A-caPhos). The solvent is CC(=O)N(C)C (DMA), CC(=O)N(C)C (DMA), CC(=O)N(C)C (DMA). Run at temperature 120 celsius, time 24 hour. Yields the product CC(=O)c1ccc(-c2c(C)nc(C)n2Cc2ccccc2)s1. Yield: 2.6%. The reactants are FC=1C=C(C=CC1)S(=O)(=O)C=1C=NC2=C(C=CC=C2C1)I (3-(3-fluorophenylsulfonyl)-8-iodoquinoline), C1N(CC2CNCCC21)C(=O)OC(C)(C)C (tert-butyl hexahydro-1H-pyrrolo[3,4-c]pyridine-2(3H)-carboxylate), tert-butyl-oxycarbonyl, Cl (HCl). Yields the product [Cl-].FC=1C=C(C=CC1)S(=O)(=O)C=1C=NC2=C(C=CC=C2C1)N1CC2C(CC1)C[NH2+]C2 (5-(3-(3-fluorophenylsulfonyl)quinolin-8-yl)octahydro-1H-pyrrolo[3,4-c]pyridin-2-ium chloride). As a reaction SMILES: [F:1][C:2]1[CH:3]=[C:4]([S:8]([C:11]2[CH:12]=[N:13][C:14]3[C:19]([CH:20]=2)=[CH:18][CH:17]=[CH:16][C:15]=3I)(=[O:10])=[O:9])[CH:5]=[CH:6][CH:7]=1.[CH2:22]1[CH:30]2[CH:25]([CH2:26][NH:27][CH2:28][CH2:29]2)[CH2:24][N:23]1C(OC(C)(C)C)=O.[ClH:38]>>[Cl-:38].[F:1][C:2]1[CH:3]=[C:4]([S:8]([C:11]2[CH:12]=[N:13][C:14]3[C:19]([CH:20]=2)=[CH:18][CH:17]=[CH:16][C:15]=3[N:27]2[CH2:28][CH2:29][CH:30]3[CH2:22][NH2+:23][CH2:24][CH:25]3[CH2:26]2)(=[O:10])=[O:9])[CH:5]=[CH:6][CH:7]=1 |f:3.4|. Reported procedure: 0.072 g of 5-(3-(3-fluorophenylsulfonyl)quinolin-8-yl)octahydro-1H-pyrrolo[3,4-c]pyridin-2-ium chloride were prepared by analogy to the methods of Examples 27 and 28 by coupling of 3-(3-fluorophenylsulfonyl)-8-iodoquinoline with commercially available tert-butyl hexahydro-1H-pyrrolo[3,4-c]pyridine-2(3H)-carboxylate and subsequent deprotection of the tert-butyl-oxycarbonyl derivative with HCl in isoproanol. Starting materials: ClC1=CC=C(CCl)C=C1 (4-Chlorobenzyl chloride), C(=O)([O-])[O-].[K+].[K+] (K2CO3), FC=1C=C2C(=C(NC2=CC1)C)C1=NNS(C2=C1C=CC=C2)(=O)=O (4-(5-fluoro-2-methyl-1H-indol-3-yl)-2H-benzo[e][1,2,3]thiadiazine 1,1-dioxide), C(=O)([O-])[O-].[K+].[K+] (K2CO3), BrCC(=O)OC(C)(C)C (tert-butyl bromoacetate). Solvent: O (H2O), C(Cl)Cl (CH2Cl2), CC#N (CH3CN). Reaction conditions: temperature 80 celsius, time 8 hour. The product is C(C)(C)(C)OC(CN1C(=C(C2=CC(=CC=C12)F)C1=NN(S(C2=C1C=CC=C2)(=O)=O)CC2=CC=C(C=C2)Cl)C)=O ({3-[2-(4-Chloro-benzyl)-1,1-dioxo-1,2-dihydro-1λ6-benzo[e][1,2,3]thiadiazin-4-yl]-5-fluoro-2-methyl-indol-1-yl}-acetic acid tert-butyl ester). RXN SMILES: [Cl:1][C:2]1[CH:9]=[CH:8][C:5]([CH2:6]Cl)=[CH:4][CH:3]=1.C([O-])([O-])=O.[K+].[K+].[F:16][C:17]1[CH:18]=[C:19]2[C:23](=[CH:24][CH:25]=1)[NH:22][C:21]([CH3:26])=[C:20]2[C:27]1[C:32]2[CH:33]=[CH:34][CH:35]=[CH:36][C:31]=2[S:30](=[O:38])(=[O:37])[NH:29][N:28]=1.Br[CH2:40][C:41]([O:43][C:44]([CH3:47])([CH3:46])[CH3:45])=[O:42]>CC#N.O.C(Cl)Cl>[C:44]([O:43][C:41](=[O:42])[CH2:40][N:22]1[C:23]2[C:19](=[CH:18][C:17]([F:16])=[CH:25][CH:24]=2)[C:20]([C:27]2[C:32]3[CH:33]=[CH:34][CH:35]=[CH:36][C:31]=3[S:30](=[O:37])(=[O:38])[N:29]([CH2:6][C:5]3[CH:8]=[CH:9][C:2]([Cl:1])=[CH:3][CH:4]=3)[N:28]=2)=[C:21]1[CH3:26])([CH3:47])([CH3:46])[CH3:45] |f:1.2.3|. Reported procedure: 4-Chlorobenzyl chloride (11 mg, 67 μmol) and K2CO3 (10 mg, 72 μmol) were added to a solution of 4-(5-fluoro-2-methyl-1H-indol-3-yl)-2H-benzo[e][1,2,3]thiadiazine 1,1-dioxide (20 mg, 61 μmol) in CH3CN (1 mL), and stirred overnight at 80° C. An additional amount of K2CO3 (10 mg, 72 μmol) and tert-butyl bromoacetate (14 μL, 92 μmol) was added, and the reaction mixture stirred an additional 2 h at 80° C. The reaction mixture was diluted with H2O and CH2Cl2, and filtered through an Extrelut column. T... The reactants are ClC1=NC=C(C(=N1)NC1=CC(=CC=C1)O)F (2-chloro-5-fluoro-N4-(3-hydroxyphenyl)-4-pyrimidineamine), COC=1C=C(N)C=C(C1)OC (3,5-dimethoxyaniline). The product is COC=1C=C(C=C(C1)OC)NC1=NC=C(C(=N1)NC1=CC(=CC=C1)O)F (N2-(3,5-dimethoxyphenyl)-5-fluoro-N4-(3-hydroxyphenyl)-2,4-pyrimidinediamine). Reaction SMILES: Cl[C:2]1[N:7]=[C:6]([NH:8][C:9]2[CH:14]=[CH:13][CH:12]=[C:11]([OH:15])[CH:10]=2)[C:5]([F:16])=[CH:4][N:3]=1.[CH3:17][O:18][C:19]1[CH:20]=[C:21]([CH:23]=[C:24]([O:26][CH3:27])[CH:25]=1)[NH2:22]>>[CH3:27][O:26][C:24]1[CH:23]=[C:21]([NH:22][C:2]2[N:7]=[C:6]([NH:8][C:9]3[CH:14]=[CH:13][CH:12]=[C:11]([OH:15])[CH:10]=3)[C:5]([F:16])=[CH:4][N:3]=2)[CH:20]=[C:19]([O:18][CH3:17])[CH:25]=1. Reported procedure: In like manner to the preparation of N4-(3,4-ethylenedioxyphenyl)-5-fluoro-N2-(3-hydroxyphenyl)-2,4-pyrimidinediamine, the reaction of 2-chloro-5-fluoro-N4-(3-hydroxyphenyl)-4-pyrimidineamine with 3,5-dimethoxyaniline gave N2-(3,5-dimethoxyphenyl)-5-fluoro-N4-(3-hydroxyphenyl)-2,4-pyrimidinediamine. LCMS: ret. time: 19.61 min.; purity: 97%; MS (m/e): 357 (MH+). Reactants: C(#N)CNC=1C=C(C(=O)OC)C=CC1C (3-[(cyanomethyl)amino]-4-methyl-benzoic acid, methyl ester), C(C(=O)Cl)(=O)Cl (oxalyl chloride), ClC1=C(C=CC=C1)Cl (1,2-dichlorobenzene). Procedure details: To 3-[(cyanomethyl)amino]-4-methyl-benzoic acid, methyl ester (Example 1a, 1.2 g) was added 1,2-dichlorobenzene (20 mL) and oxalyl chloride (3 mL). The reaction was heated at 100° C. for four h before the volatiles were removed under reduced pressure. The residue was purified (SiO2 chromatography eluting with dichloromethane) to afford the subtitle compound (800 mg). Conditions: temperature 100 celsius. Product: ClC=1C(N(C=C(N1)Cl)C=1C=C(C(=O)OC)C=CC1C)=O (3-(3,5-Dichloro-2-oxo-1(2H)-pyrazinyl)-4-methyl-benzoic acid, methyl ester). As a reaction SMILES: [C:1]([CH2:3][NH:4][C:5]1[CH:6]=[C:7]([CH:12]=[CH:13][C:14]=1[CH3:15])[C:8]([O:10][CH3:11])=[O:9])#[N:2].[C:16]([Cl:21])(=O)[C:17](Cl)=[O:18].[Cl:22]C1C=CC=CC=1Cl>>[Cl:21][C:16]1[C:17](=[O:18])[N:4]([C:5]2[CH:6]=[C:7]([CH:12]=[CH:13][C:14]=2[CH3:15])[C:8]([O:10][CH3:11])=[O:9])[CH:3]=[C:1]([Cl:22])[N:2]=1.